This data is from the Open Reaction Database (ORD), a public repository of structured organic reaction records. The task is: describe an organic reaction: reactants, conditions, products, and yield The reactants are ClC=1C=C(C=C(C1)Cl)N(C(=O)N1[C@@H](CN(CC1)C(N(CCCCC)CCCCC)=O)C(=O)O)C1=CC=CC=C1 ((S)-1-[N-(3,5-dichlorophenyl)-N-phenylcarbamoyl]-4-(N,N-di-n-pentylcarbamoyl)piperazine-2-carboxylic acid), COC1=C(CN(CCN)C)C=CC=C1 (N-(2-methoxybenzyl)-N-methylethylenediamine), C=1C=CC2=C(C1)N=NN2O (HOBt), CCN=C=NCCCN(C)C (EDAC). The product is ClC=1C=C(C=C(C1)Cl)N(C(=O)N1[C@@H](CN(CC1)C(N(CCCCC)CCCCC)=O)C(=O)NCCN(CC1=C(C=CC=C1)OC)C)C1=CC=CC=C1 ((S)-1-(N-(3,5-Dichlorophenyl)-N-phenylcarbamoyl)-2-(2-(N-methyl-N-(2-methoxybenzyl)amino)ethylaminocarbonyl)-4-(N,N-di-n-pentylcarbamoyl)piperazine). Yield: 89.5%. Reaction SMILES: [Cl:1][C:2]1[CH:3]=[C:4]([N:9]([C:34]2[CH:39]=[CH:38][CH:37]=[CH:36][CH:35]=2)[C:10]([N:12]2[CH2:17][CH2:16][N:15]([C:18](=[O:30])[N:19]([CH2:25][CH2:26][CH2:27][CH2:28][CH3:29])[CH2:20][CH2:21][CH2:22][CH2:23][CH3:24])[CH2:14][C@H:13]2[C:31](O)=[O:32])=[O:11])[CH:5]=[C:6]([Cl:8])[CH:7]=1.C1C=CC2N(O)N=NC=2C=1.CCN=C=NCCCN(C)C.[CH3:61][O:62][C:63]1[CH:74]=[CH:73][CH:72]=[CH:71][C:64]=1[CH2:65][N:66]([CH3:70])[CH2:67][CH2:68][NH2:69]>>[Cl:8][C:6]1[CH:5]=[C:4]([N:9]([C:34]2[CH:35]=[CH:36][CH:37]=[CH:38][CH:39]=2)[C:10]([N:12]2[CH2:17][CH2:16][N:15]([C:18](=[O:30])[N:19]([CH2:25][CH2:26][CH2:27][CH2:28][CH3:29])[CH2:20][CH2:21][CH2:22][CH2:23][CH3:24])[CH2:14][C@H:13]2[C:31]([NH:69][CH2:68][CH2:67][N:66]([CH3:70])[CH2:65][C:64]2[CH:71]=[CH:72][CH:73]=[CH:74][C:63]=2[O:62][CH3:61])=[O:32])=[O:11])[CH:3]=[C:2]([Cl:1])[CH:7]=1. Reported procedure: According to the procedure of Example 1, Step E above, 46 mg (0.080 mmole) of (S)-1-[N-(3,5-dichlorophenyl)-N-phenylcarbamoyl]-4-(N,N-di-n-pentylcarbamoyl)piperazine-2-carboxylic acid, 12 mg (0.088 mole) of HOBt, 21 mg (0.112 mmole) of EDAC, and 31 mg (0.16 mmole) of N-(2-methoxybenzyl)-N-methylethylenediamine (from Example 1, Step E b) above) after purification by flash chromatography on 16 g of silica gel eluting with 100:5:CH2Cl2 :methanol: provided 54 mg (90%) of an oil. Reactants: N[C@@](C)(CC)C(=O)N[C@@H](CC1=CC=CC=C1)C(=O)N[C@@H](CC1=CN(C=N1)C1=C([N+](=O)[O-])C=C([N+](=O)[O-])C=C1)C(=O)O.C1(CCCCC1)C[N-]C[C@H](CCO)O (Iva-Phe-His(DNP) cyclohexylmethyl-2(S),4-dihydroxybutylamide), C1(=CC=CC=C1)S (thiophenol). Product: N[C@@](C)(CC)C(=O)N[C@@H](CC1=CC=CC=C1)C(=O)N[C@@H](CC1=CNC=N1)C(=O)O.C1(CCCCC1)C[C@@H]([C@H](CCO)O)[NH-] (Iva-Phe-His 1(S)-cyclohexylmethyl-2(S),4-dihydroxybutylamide). Reaction SMILES: [NH2:1][C@:2]([C:6]([NH:8][C@H:9]([C:17]([NH:19][C@H:20]([C:39]([OH:41])=[O:40])[CH2:21][C:22]1[N:26]=[CH:25][N:24](C2C=CC([N+]([O-])=O)=CC=2[N+]([O-])=O)[CH:23]=1)=[O:18])[CH2:10][C:11]1[CH:16]=[CH:15][CH:14]=[CH:13][CH:12]=1)=[O:7])([CH2:4][CH3:5])[CH3:3].C1(C[N-]C[C@@H](O)[CH2:52][CH2:53][OH:54])CCCCC1.C1(S)C=CC=CC=1>>[NH2:1][C@:2]([C:6]([NH:8][C@H:9]([C:17]([NH:19][C@H:20]([C:39]([OH:41])=[O:40])[CH2:21][C:22]1[N:26]=[CH:25][NH:24][CH:23]=1)=[O:18])[CH2:10][C:11]1[CH:16]=[CH:15][CH:14]=[CH:13][CH:12]=1)=[O:7])([CH2:4][CH3:5])[CH3:3].[CH:11]1([CH2:10][C@H:9]([NH-:8])[C@@H:17]([OH:18])[CH2:52][CH2:53][OH:54])[CH2:12][CH2:13][CH2:14][CH2:15][CH2:16]1 |f:0.1,3.4|. Reported procedure: 310 mg of Iva-Phe-His(DNP)-cyclohexylmethyl-2(S),4-dihydroxybutylamide are reacted with thiophenol to give the title compound in analogy to reference example 1a. The reactants are COc1ccc(OC(=O)C(C)(C)C)cc1 (substrate), O=C(Cc1ccccc1)c2ccccc2 (effective_coupling_partner). The reagents and catalysts are dcypt. Run at temperature 150 celsius, time 24 hour. Yields the product COc3ccc(C(C(=O)c1ccccc1)c2ccccc2)cc3.